Dataset: the Open Reaction Database (ORD), a public repository of structured organic reaction records. Task: describe an organic reaction: reactants, conditions, products, and yield The reactants are [Li]C(C)(C)C, C1CCOC1, CCCCC, Fc1ccc(OC(F)(F)F)cc1, CN(C)C=O. The product is O=Cc1cc(OC(F)(F)F)ccc1F. RXN SMILES: [C:13]([Li:14])([CH3:15])([CH3:16])[CH3:17].[CH2:23]1[O:24][CH2:25][CH2:26][CH2:27]1.[CH3:28][CH2:29][CH2:30][CH2:31][CH3:32].[F:1][c:2]1[cH:3][cH:4][c:5]([O:8][C:9]([F:10])([F:11])[F:12])[cH:6][cH:7]1.[O:18]=[CH:19][N:20]([CH3:21])[CH3:22]>>[F:1][c:2]1[cH:3][cH:4][c:5]([O:8][C:9]([F:10])([F:11])[F:12])[cH:6][c:7]1[CH:19]=[O:18]. Reactants: O=C([O-])[O-], CCCC1CCC(CBr)CC1, CN(C)C=O, [K+], [K+], CCCCCCc1cnc(-c2ccc(O)cc2)cn1. Product: CCCCCCc1cnc(-c2ccc(OCC3CCC(CCC)CC3)cc2)cn1. Reaction SMILES: [C:31](=[O:32])([O-:33])[O-:34].[CH2:20]([CH2:21][CH3:22])[CH:23]1[CH2:24][CH2:25][CH:26]([CH2:29][Br:30])[CH2:27][CH2:28]1.[CH3:37][N:38]([CH3:39])[CH:40]=[O:41].[K+:35].[K+:36].[OH:1][c:2]1[cH:3][cH:4][c:5](-[c:8]2[n:9][cH:10][c:11]([CH2:14][CH2:15][CH2:16][CH2:17][CH2:18][CH3:19])[n:12][cH:13]2)[cH:6][cH:7]1>>[O:1]([c:2]1[cH:3][cH:4][c:5](-[c:8]2[n:9][cH:10][c:11]([CH2:14][CH2:15][CH2:16][CH2:17][CH2:18][CH3:19])[n:12][cH:13]2)[cH:6][cH:7]1)[CH2:29][CH:26]1[CH2:25][CH2:24][CH:23]([CH2:20][CH2:21][CH3:22])[CH2:28][CH2:27]1.